Dataset: the Open Reaction Database (ORD), a public repository of structured organic reaction records. Task: describe an organic reaction: reactants, conditions, products, and yield Starting materials: N1C=C(C2=CC=CC=C12)CCNC1CCC(CC1)(N(C)C)C1=NC=CC=C1 (N′-[2-(1H-indol-3-yl)ethyl]-N,N-dimethyl-1-pyridin-2-yl cyclohexane-1,4-diamine), C(C)(=O)OC(C)=O (acetic anhydride). The solvent is N1=CC=CC=C1 (pyridine). Conditions: time 22 hour. Yields the product CN(C1(CCC(CC1)N(C(C)=O)CCC1=CNC2=CC=CC=C12)C1=NC=CC=C1)C (N-(4-dimethylamino-4-pyridin-2-yl cyclohexyl)-N-[2-(1H-indol-3-yl)ethyl] acetamide). As a reaction SMILES: [NH:1]1[C:9]2[C:4](=[CH:5][CH:6]=[CH:7][CH:8]=2)[C:3]([CH2:10][CH2:11][NH:12][CH:13]2[CH2:18][CH2:17][C:16]([C:22]3[CH:27]=[CH:26][CH:25]=[CH:24][N:23]=3)([N:19]([CH3:21])[CH3:20])[CH2:15][CH2:14]2)=[CH:2]1.[C:28](OC(=O)C)(=[O:30])[CH3:29]>N1C=CC=CC=1>[CH3:21][N:19]([CH3:20])[C:16]1([C:22]2[CH:27]=[CH:26][CH:25]=[CH:24][N:23]=2)[CH2:17][CH2:18][CH:13]([N:12]([CH2:11][CH2:10][C:3]2[C:4]3[C:9](=[CH:8][CH:7]=[CH:6][CH:5]=3)[NH:1][CH:2]=2)[C:28](=[O:30])[CH3:29])[CH2:14][CH2:15]1. Reported procedure: N′-[2-(1H-indol-3-yl)ethyl]-N,N-dimethyl-1-pyridin-2-yl cyclohexane-1,4-diamine (250 mg) was dissolved in dry pyridine (5 ml), acetic anhydride (0.64 ml) was added and the mixture was stirred for 22 hours at room temperature. Some ice was added to the reaction mixture and it was then concentrated to low volume. The residue was taken up in 1M sodium hydroxide solution (20 ml) and ethyl acetate (20 ml) and stirred. A white solid was left behind, which could be suction filtered (86 mg). The aqueous... Reactants: CN1C(=C(C2=CC(=CC=C12)O)C1=NC=CC=C1)C (1,2-dimethyl-3-(2-pyridyl)-1H-indole-5-ol), C(C)OC(C(C)(C)Br)=O (2-bromo-2-methyl-propanoic acid ethylester). Yields the product C(C)OC(C(C)(OC=1C=C2C(=C(N(C2=CC1)C)C)C1=NC=CC=C1)C)=O (2-Methyl-2-[1,2-dimethyl-3-(2-pyridyl)-1H-indole-5-yloxy]-propanoic acid ethylester). RXN SMILES: [CH3:1][N:2]1[C:10]2[C:5](=[CH:6][C:7]([OH:11])=[CH:8][CH:9]=2)[C:4]([C:12]2[CH:17]=[CH:16][CH:15]=[CH:14][N:13]=2)=[C:3]1[CH3:18].[CH2:19]([O:21][C:22](=[O:27])[C:23](Br)([CH3:25])[CH3:24])[CH3:20]>>[CH2:19]([O:21][C:22](=[O:27])[C:23]([CH3:25])([O:11][C:7]1[CH:6]=[C:5]2[C:10](=[CH:9][CH:8]=1)[N:2]([CH3:1])[C:3]([CH3:18])=[C:4]2[C:12]1[CH:17]=[CH:16][CH:15]=[CH:14][N:13]=1)[CH3:24])[CH3:20]. Procedure: The above compound was prepared from 1,2-dimethyl-3-(2-pyridyl)-1H-indole-5-ol and 2-bromo-2-methyl-propanoic acid ethylester using a procedure analogous to that of Example 10.